Dataset: the Open Reaction Database (ORD), a public repository of structured organic reaction records. Task: describe an organic reaction: reactants, conditions, products, and yield Reactants: CN(C=C(C(=O)OCC)C(C1=CC(=CC=C1)C#N)=O)C (ethyl 3-dimethylamino-2-(3-cyano-benzoyl)-acrylate), [N+](=O)(O)[O-].[N+](=O)(O)[O-].COC=1C=C(C=CC1N1C=NC(=C1)C)NC(=N)N (N-[3-methoxy-4-(4-methyl-imidazol-1-yl)-phenyl]-guanidine dinitrate). The product is C(#N)C=1C=C(C=CC1)C1=NC(=NC=C1C(=O)OCC)NC1=CC(=C(C=C1)N1C=NC(=C1)C)OC (Ethyl 4-(3-cyano-phenyl)-2-[3-methoxy-4-(4-methyl-imidazol-1-yl)-phenylamino]-pyrimidine-5-carboxylate), solid. The yield is 29.0%. RXN SMILES: CN(C)[CH:3]=[C:4]([C:10](=O)[C:11]1[CH:16]=[CH:15][CH:14]=[C:13]([C:17]#[N:18])[CH:12]=1)[C:5]([O:7][CH2:8][CH3:9])=[O:6].[N+]([O-])(O)=O.[N+]([O-])(O)=O.[CH3:29][O:30][C:31]1[CH:32]=[C:33]([NH:43][C:44]([NH2:46])=[NH:45])[CH:34]=[CH:35][C:36]=1[N:37]1[CH:41]=[C:40]([CH3:42])[N:39]=[CH:38]1>>[C:17]([C:13]1[CH:12]=[C:11]([C:10]2[C:4]([C:5]([O:7][CH2:8][CH3:9])=[O:6])=[CH:3][N:46]=[C:44]([NH:43][C:33]3[CH:34]=[CH:35][C:36]([N:37]4[CH:41]=[C:40]([CH3:42])[N:39]=[CH:38]4)=[C:31]([O:30][CH3:29])[CH:32]=3)[N:45]=2)[CH:16]=[CH:15][CH:14]=1)#[N:18] |f:1.2.3|. Procedure details: The title compound was prepared from ethyl 3-dimethylamino-2-(3-cyano-benzoyl)-acrylate (85 mg, 0.31 mmol) and N-[3-methoxy-4-(4-methyl-imidazol-1-yl)-phenyl]-guanidine dinitrate (116 mg, 0.31 mmol) using in analogous manner the procedure described in example 28b). Obtained as a pale-yellow solid (41 mg, 29%). Mp 195-197° C.